Dataset: the Open Reaction Database (ORD), a public repository of structured organic reaction records. Task: describe an organic reaction: reactants, conditions, products, and yield Starting materials: S=C=Nc1cc(Cl)cc(Cl)c1, CCCC(N)(C(=O)OC)C(C)C, C1CCOC1. Product: CCCC1(C(C)C)NC(=S)N(c2cc(Cl)cc(Cl)c2)C1=O. As a reaction SMILES: [Cl:1][c:2]1[cH:3][c:4]([N:9]=[C:10]=[S:11])[cH:5][c:6]([Cl:8])[cH:7]1.[NH2:12][C:13]([C:14](=[O:15])[O:16][CH3:17])([CH2:18][CH2:19][CH3:20])[CH:21]([CH3:22])[CH3:23].[O:24]1[CH2:25][CH2:26][CH2:27][CH2:28]1>>[Cl:1][c:2]1[cH:3][c:4]([N:9]2[C:10](=[S:11])[NH:12][C:13]([CH2:18][CH2:19][CH3:20])([CH:21]([CH3:22])[CH3:23])[C:14]2=[O:15])[cH:5][c:6]([Cl:8])[cH:7]1. Starting materials: COC1=CC=C(C=C1)C(C1=CC=CC=C1)(NC=1COCC([C@@](N1)(C)C=1C=C(C=CC1F)NC1=CC=C(C#N)C=C1)(F)F)C1=CC=C(C=C1)OC ((R)-4-(3-(3-(bis(4-methoxyphenyl)(phenyl)methylamino)-6,6-difluoro-5-methyl-2,5,6,7-tetrahydro-1,4-oxazepin-5-yl)-4-fluorophenylamino)benzonitrile), FC(C(=O)O)(F)F (trifluoroacetic acid), C(=O)([O-])[O-].[Na+].[Na+] (Na2CO3). Solvent: ClCCl (dichloromethane). Run at temperature 23 celsius, time 1 hour. Yields the product NC=1COCC([C@@](N1)(C)C=1C=C(C=CC1F)NC1=CC=C(C#N)C=C1)(F)F (4-[3-((R)-3-Amino-6,6-difluoro-5-methyl-2,5,6,7-tetrahydro-[1,4]oxazepin-5-yl)-4-fluoro-phenylamino]-benzonitrile). Isolated yield 76.7%. Reaction SMILES: COC1C=CC(C(C2C=CC(OC)=CC=2)([NH:16][C:17]2[CH2:18][O:19][CH2:20][C:21]([F:42])([F:41])[C@:22]([C:25]3[CH:26]=[C:27]([NH:32][C:33]4[CH:40]=[CH:39][C:36]([C:37]#[N:38])=[CH:35][CH:34]=4)[CH:28]=[CH:29][C:30]=3[F:31])([CH3:24])[N:23]=2)C2C=CC=CC=2)=CC=1.FC(F)(F)C(O)=O.C([O-])([O-])=O.[Na+].[Na+]>ClCCl>[NH2:16][C:17]1[CH2:18][O:19][CH2:20][C:21]([F:41])([F:42])[C@:22]([C:25]2[CH:26]=[C:27]([NH:32][C:33]3[CH:40]=[CH:39][C:36]([C:37]#[N:38])=[CH:35][CH:34]=3)[CH:28]=[CH:29][C:30]=2[F:31])([CH3:24])[N:23]=1 |f:2.3.4|. Reported procedure: To a solution of (R)-4-(3-(3-(bis(4-methoxyphenyl)(phenyl)methylamino)-6,6-difluoro-5-methyl-2,5,6,7-tetrahydro-1,4-oxazepin-5-yl)-4-fluorophenylamino)benzonitrile (intermediate A13A) (21 mg, 31 μmol) in dichloromethane (1 ml) at 23° C. was added trifluoroacetic acid (370 mg, 250 μl, 3.24 mmol) and the mixture was stirred at 23° C. for 1 h. Poured into sat. Na2CO3-sol., extracted thrice with ethyl acetate, dried the combined organic layer over Na2SO4. Removal of the solvent in vacuum left a crud... The reactants are C(C1=CC=CC=C1)(=O)O[C@H]1[C@@H](O[C@@H]([C@H]1OC(C1=CC=CC=C1)=O)COC(C1=CC=CC=C1)=O)N1C2=NC(=NC(=C2N=C1)Cl)Cl (9-(2,3,5-Tri-O-benzoyl-β-D-ribofuranosyl)-2,6-dichloro-9H-purine), Cl.C1(=CC=CC=C1)CON (O-(phenylmethyl)hydroxylamine hydrochloride), C(C)(C)N(CC)C(C)C (diisopropylethylamine). Solvent: O1CCOCC1 (dioxan). The product is C(C1=CC=CC=C1)(=O)O[C@H]1[C@@H](O[C@@H]([C@H]1OC(C1=CC=CC=C1)=O)COC(C1=CC=CC=C1)=O)N1C=NC=2C(NOCC3=CC=CC=C3)=NC(=NC12)Cl (2',3',5'-Tri-O-benzoyl-2-chloro-N-(phenylmethoxy) adenosine). Isolated yield 43.4%. As a reaction SMILES: [C:1]([O:9][C@@H:10]1[C@H:14]([O:15][C:16](=[O:23])[C:17]2[CH:22]=[CH:21][CH:20]=[CH:19][CH:18]=2)[C@@H:13]([CH2:24][O:25][C:26](=[O:33])[C:27]2[CH:32]=[CH:31][CH:30]=[CH:29][CH:28]=2)[O:12][C@H:11]1[N:34]1[CH:42]=[N:41][C:40]2[C:35]1=[N:36][C:37]([Cl:44])=[N:38][C:39]=2Cl)(=[O:8])[C:2]1[CH:7]=[CH:6][CH:5]=[CH:4][CH:3]=1.Cl.[C:46]1([CH2:52][O:53][NH2:54])[CH:51]=[CH:50][CH:49]=[CH:48][CH:47]=1.C(N(C(C)C)CC)(C)C>O1CCOCC1>[C:1]([O:9][C@@H:10]1[C@H:14]([O:15][C:16](=[O:23])[C:17]2[CH:22]=[CH:21][CH:20]=[CH:19][CH:18]=2)[C@@H:13]([CH2:24][O:25][C:26](=[O:33])[C:27]2[CH:32]=[CH:31][CH:30]=[CH:29][CH:28]=2)[O:12][C@H:11]1[N:34]1[C:35]2[N:36]=[C:37]([Cl:44])[N:38]=[C:39]([NH:54][O:53][CH2:52][C:46]3[CH:51]=[CH:50][CH:49]=[CH:48][CH:47]=3)[C:40]=2[N:41]=[CH:42]1)(=[O:8])[C:2]1[CH:7]=[CH:6][CH:5]=[CH:4][CH:3]=1 |f:1.2|. Reported procedure: (This example was also prepared by general method A). 9-(2,3,5-Tri-O-benzoyl-β-D-ribofuranosyl)-2,6-dichloro-9H-purine (2.0 g, 3.2 mmol), O-(phenylmethyl)hydroxylamine hydrochloride (0.77 g, 4.8 mmol) and diisopropylethylamine (1.03 g, 8.0 mmol) were dissolved in dioxan (50 ml). The reaction mixture was heated at reflux for 20 h, filtered and evaporated in vacuo. The crude product was coevaporated with dichloromethane and crystallised from a mixture of dichioromethane and methanol to provide the... Starting materials: TEA, ClC(Cl)(OC(OC(Cl)(Cl)Cl)=O)Cl (triphosgene), C(C)C1OCC2=C1C(=CC=C2)OC2=CC=C(C=N2)NC(C(N)(C)C)=O (N1-{6-[(3-ethyl-1,3-dihydro-2-benzofuran-4-yl)oxy]-3-pyridinyl}-2-methylalaninamide), C(C)C1OCC2=C1C(=CC=C2)OC2=CC=C(C=N2)NC(C(N)(C)C)=O (N1-{6-[(3-ethyl-1,3-dihydro-2-benzofuran-4-yl)oxy]-3-pyridinyl}-2-methylalaninamide). The solvent is ClCCl (dichloromethane), ClCCl (Dichloromethane). Run at temperature 0 celsius, time 20 minute. The product is C(C)C1OCC2=C1C(=CC=C2)OC2=CC=C(C=N2)N2C(NC(C2=O)(C)C)=O (3-{6-[(3-ethyl-1,3-dihydro-2-benzofuran-4-yl)oxy]-3-pyridinyl}-5,5-dimethyl-2,4-imidazolidinedione), COC1=CC(=CC=C1)OCOC (1-(methyloxy)-3-{[(methyloxy)methyl]oxy}benzene). The yield is 791.0%. RXN SMILES: [CH2:1]([CH:3]1[C:7]2[C:8]([O:12][C:13]3[N:18]=[CH:17][C:16]([NH:19][C:20](=[O:25])[C:21]([CH3:24])([CH3:23])[NH2:22])=[CH:15][CH:14]=3)=[CH:9][CH:10]=[CH:11][C:6]=2[CH2:5][O:4]1)[CH3:2].Cl[C:27](Cl)([O:29][C:30](=O)[O:31][C:32](Cl)(Cl)Cl)Cl>ClCCl>[CH2:1]([CH:3]1[C:7]2[C:8]([O:12][C:13]3[N:18]=[CH:17][C:16]([N:19]4[C:20](=[O:25])[C:21]([CH3:24])([CH3:23])[NH:22][C:27]4=[O:29])=[CH:15][CH:14]=3)=[CH:9][CH:10]=[CH:11][C:6]=2[CH2:5][O:4]1)[CH3:2].[CH3:5][O:4][C:3]1[CH:7]=[CH:6][CH:11]=[C:32]([O:31][CH2:30][O:29][CH3:27])[CH:1]=1. Procedure details: In a 50 mL round-bottomed flask N1-{6-[(3-ethyl-1,3-dihydro-2-benzofuran-4-yl)oxy]-3-pyridinyl}-2-methylalaninamide (Intermediate 149, 17.2 mg, 0.050 mmol) was dissolved in Dichloromethane (3 mL) to give a pale yellow solution that was cooled at 0° C. TEA (0.035 mL, 0.252 mmol) was added followed by a dropwise addition of a solution of triphosgene (6.43 mg, 0.023 mmol) in dichloromethane (0.5 ml) and the reaction mixture was stirred at 0° C. for 20 minutes. The reaction mixture was evaporated in... Starting materials: O=C(OC12CCCCC1O2)c1ccccc1, ClCCl. Yields the product O=C(OC1CCCCC1=O)c1ccccc1. Reaction SMILES: [C:1]([c:2]1[cH:3][cH:4][cH:5][cH:6][cH:7]1)(=[O:8])[O:9][C:10]12[CH:11]([CH2:12][CH2:13][CH2:14][CH2:15]1)[O:16]2.[Cl:17][CH2:18][Cl:19]>>[C:1]([c:2]1[cH:3][cH:4][cH:5][cH:6][cH:7]1)(=[O:8])[O:9][CH:10]1[C:11](=[O:16])[CH2:12][CH2:13][CH2:14][CH2:15]1. Starting materials: C1CC(=O)CC1C(=O)O (cyclopentanone-3-carboxylic acid), C([O-])([O-])=O.[Cs+].[Cs+] (caesium carbonate), C(C)I (ethyl iodide). The solvent is CN(C)C=O (DMF). The product is C(C)OC(=O)C1CC(CC1)=O (3-oxocyclopentanecarboxylic Acid Ethyl Ester). Reaction SMILES: [CH2:1]1[CH:6]([C:7]([OH:9])=[O:8])[CH2:5][C:3](=[O:4])[CH2:2]1.C(=O)([O-])[O-].[Cs+].[Cs+].[CH2:16](I)[CH3:17]>CN(C=O)C>[CH2:16]([O:8][C:7]([CH:6]1[CH2:1][CH2:2][C:3](=[O:4])[CH2:5]1)=[O:9])[CH3:17] |f:1.2.3|. Procedure details: A solution of cyclopentanone-3-carboxylic acid (5.00 g, 39 mmol), caesium carbonate (12.82 g, 39 mmol) and ethyl iodide (9.12 g, 4.75 ml, 58.5 mmol) in DMF (50 ml) was stirred at RT for 18 h. The mixture was then concentrated i. vac., the residue was taken up in toluene, the mixture was concentrated again and 2 N hydrochloric acid and EtOAc were then added. The aq. phase was extracted with EtOAc (3×30 ml) and the combined organic phases were washed with aq. sodium thiosulfate soln. The organic p... Reactants: N=1N=C(NC1)C1=CC=CC2=C1NC(C1=CC=NC=C21)=O (7-(4H-1,2,4-triazol-3-yl)benzo[c][2,6]naphthyridin-5(6H)-one), P(=O)(Cl)(Cl)Cl (Phosphorus oxychloride). Solvent: C(C)#N (acetonitrile). Run at temperature 100 celsius, time 8 hour. The product is ClC1=NC2=C(C3=CN=CC=C13)C=CC=C2C2=NN=CN2 (5-chloro-7-(4H-1,2,4-triazol-3-yl)benzo[c][2,6]naphthyridine). As a reaction SMILES: [N:1]1[N:2]=[C:3]([C:6]2[C:11]3[NH:12][C:13](=O)[C:14]4[C:19]([C:10]=3[CH:9]=[CH:8][CH:7]=2)=[CH:18][N:17]=[CH:16][CH:15]=4)[NH:4][CH:5]=1.P(Cl)(Cl)([Cl:23])=O>C(#N)C>[Cl:23][C:13]1[C:14]2[C:19](=[CH:18][N:17]=[CH:16][CH:15]=2)[C:10]2[CH:9]=[CH:8][CH:7]=[C:6]([C:3]3[NH:4][CH:5]=[N:1][N:2]=3)[C:11]=2[N:12]=1. Procedure details: Under nitrogen atmosphere, 7-(4H-1,2,4-triazol-3-yl)benzo[c][2,6]naphthyridin-5(6H)-one (1.8 g, 6.84 mmol) was mixed with Phosphorus oxychloride (3.2 ml) in acetonitrile (20 ml). The mixture was stirred overnight at 100° C. The volatiles were removed in vacuo. The resulting solid was suspended in CH2Cl2 and a little bit of MeOH. After filtration and drying, crude 5-chloro-7-(4H-1,2,4-triazol-3-yl)benzo[c][2,6]naphthyridine (2.04 g) was isolated as a greenish solid. LCMS (ES) m/z 282 [M+1]+. Starting materials: BrBr (bromine), [S-]C#N.[K+] (potassium thiocyanate), NC1=CC=C(OC=2C=C(C=CC2)NC(C(F)(F)F)=O)C=C1 (N-[3-(4-aminophenoxy)phenyl]-2,2,2-trifluoroacetamide). Run in C(C)(=O)O (acetic acid), C(C)(=O)O (acetic acid), C(C)(=O)O (acetic acid). Reaction SMILES: [S-:1][C:2]#[N:3].[K+].[NH2:5][C:6]1[CH:25]=[CH:24][C:9]([O:10][C:11]2[CH:12]=[C:13]([NH:17][C:18](=[O:23])[C:19]([F:22])([F:21])[F:20])[CH:14]=[CH:15][CH:16]=2)=[CH:8][CH:7]=1.BrBr>C(O)(=O)C>[NH2:3][C:2]1[S:1][C:25]2[CH:24]=[C:9]([O:10][C:11]3[CH:12]=[C:13]([NH:17][C:18](=[O:23])[C:19]([F:21])([F:22])[F:20])[CH:14]=[CH:15][CH:16]=3)[CH:8]=[CH:7][C:6]=2[N:5]=1 |f:0.1|. Conditions: time 15 minute. Yields the product NC=1SC2=C(N1)C=CC(=C2)OC=2C=C(C=CC2)NC(C(F)(F)F)=O (N-{3-[(2-amino-1,3-benzothiazol-6-yl)oxy]phenyl}-2,2,2-trifluoroacetamide). Reported procedure: To a solution of potassium thiocyanate (17.5 g, 180.0 mmol) in acetic acid (130 mL) was added a solution of N-[3-(4-aminophenoxy)phenyl]-2,2,2-trifluoroacetamide (13.0 g, 43.9 mmol) in acetic acid (20 mL), and the mixture was stirred at room temperature for 15 min. To the obtained solution was added dropwise a solution of bromine (7.71 g, 48.2 mmol) in acetic acid (30 mL) at room temperature over 30 min or longer and, after the completion of the dropwise addition, the mixture was stirred at room... Isolated yield 66.4%.